From a dataset of the Open Reaction Database (ORD), a public repository of structured organic reaction records. describe an organic reaction: reactants, conditions, products, and yield As a reaction SMILES: C(O[C:6](=[O:36])[NH:7][C@H:8]([C:12](=[O:35])[NH:13][C@H:14]([B:22]1[O:30][C@H:29]2[C@:24]([CH3:34])([C@H:25]3[CH2:31][C@@H:27]([CH2:28]2)[C:26]3([CH3:33])[CH3:32])[O:23]1)[CH2:15][C:16]1[CH:21]=[CH:20][CH:19]=[CH:18][CH:17]=1)[CH:9]([CH3:11])[CH3:10])(C)(C)C.[C:37]1([C:57]2[CH:62]=[CH:61][CH:60]=[CH:59][CH:58]=2)[CH:42]=[CH:41][CH:40]=[C:39]([NH:43][C@@H:44]([CH2:48][C:49]2[CH:54]=[CH:53][C:52]([O:55][CH3:56])=[CH:51][CH:50]=2)C(O)=O)[CH:38]=1>>[C:37]1([C:57]2[CH:62]=[CH:61][CH:60]=[CH:59][CH:58]=2)[CH:42]=[CH:41][CH:40]=[C:39]([NH:43][C@@H:44]([CH2:48][C:49]2[CH:54]=[CH:53][C:52]([O:55][CH3:56])=[CH:51][CH:50]=2)[C:6]([NH:7][C@@H:8]([CH:9]([CH3:11])[CH3:10])[C:12]([NH:13][C@H:14]([B:22]2[O:30][C@H:29]3[C@:24]([CH3:34])([C@H:25]4[CH2:31][C@@H:27]([CH2:28]3)[C:26]4([CH3:33])[CH3:32])[O:23]2)[CH2:15][C:16]2[CH:21]=[CH:20][CH:19]=[CH:18][CH:17]=2)=[O:35])=[O:36])[CH:38]=1. Procedure: The title compound is prepared as described in example 1 but using {(S)-2-Methyl-1-[(R)-2-phenyl-1-((1S,2S,6R,8S)-2,9,9-trimethyl-3,5-dioxa-4-bora-tricyclo[6.1.1.02,6]dec-4-yl)-ethylcarbamoyl]-propyl}-carbamic acid tert-butyl ester and (S)-2-(Biphenyl-3-ylamino)-3-(4-methoxy-phenyl)-propionic acid. Reactants: C(C)(C)(C)OC(N[C@@H](C(C)C)C(N[C@@H](CC1=CC=CC=C1)B1O[C@]2([C@@H]3C([C@H](C[C@H]2O1)C3)(C)C)C)=O)=O ({(S)-2-Methyl-1-[(R)-2-phenyl-1-((1S,2S,6R,8S)-2,9,9-trimethyl-3,5-dioxa-4-bora-tricyclo[6.1.1.02,6]dec-4-yl)-ethylcarbamoyl]-propyl}-carbamic acid tert-butyl ester), C1(=CC(=CC=C1)N[C@H](C(=O)O)CC1=CC=C(C=C1)OC)C1=CC=CC=C1 ((S)-2-(Biphenyl-3-ylamino)-3-(4-methoxy-phenyl)-propionic acid). Product: C1(=CC(=CC=C1)N[C@H](C(=O)N[C@H](C(=O)N[C@@H](CC1=CC=CC=C1)B1O[C@]2([C@@H]3C([C@H](C[C@H]2O1)C3)(C)C)C)C(C)C)CC3=CC=C(C=C3)OC)C3=CC=CC=C3 ((S)-2-[(S)-2-(Biphenyl-3-ylamino)-3-(4-methoxy-phenyl)-propionylamino]-3-methyl-N-[(R)-2-phenyl-1-((1S,2S,6R,8S)-2,9,9-trimethyl-3,5-dioxa-4-bora-tricyclo[6.1.1.02,6]dec-4-yl)-ethyl]-butyramide). Starting materials: NC1=C(C=C(C=N1)C(=O)N=S(=O)(C)CCCCC(=O)OC)C#CC1=CC(=CC=C1)N (methyl 5-[N-({6-amino-5-[(3-aminophenyl)ethynyl]pyridin-3-yl}carbonyl)-S-methylsulfonimidoyl]pentanoate), FC(C=1C=C(C(=O)O)C=CC1)(F)F (3-(trifluoromethyl)benzoic acid). Product: NC1=C(C=C(C=N1)C(=O)N=S(=O)(C)CCCCC(=O)OC)C#CC1=CC(=CC=C1)NC(C1=CC(=CC=C1)C(F)(F)F)=O (Methyl 5-[N-({6-amino-5-[(3-{[3-(trifluoromethyl)benzoyl]amino}phenyl)ethynyl]pyridin-3-yl}carbonyl)-S-methylsulfonimidoyl]pentanoate). Reaction SMILES: [NH2:1][C:2]1[N:7]=[CH:6][C:5]([C:8]([N:10]=[S:11]([CH2:14][CH2:15][CH2:16][CH2:17][C:18]([O:20][CH3:21])=[O:19])([CH3:13])=[O:12])=[O:9])=[CH:4][C:3]=1[C:22]#[C:23][C:24]1[CH:29]=[CH:28][CH:27]=[C:26]([NH2:30])[CH:25]=1.[F:31][C:32]([F:43])([F:42])[C:33]1[CH:34]=[C:35]([CH:39]=[CH:40][CH:41]=1)[C:36](O)=[O:37]>>[NH2:1][C:2]1[N:7]=[CH:6][C:5]([C:8]([N:10]=[S:11]([CH2:14][CH2:15][CH2:16][CH2:17][C:18]([O:20][CH3:21])=[O:19])([CH3:13])=[O:12])=[O:9])=[CH:4][C:3]=1[C:22]#[C:23][C:24]1[CH:29]=[CH:28][CH:27]=[C:26]([NH:30][C:36](=[O:37])[C:35]2[CH:39]=[CH:40][CH:41]=[C:33]([C:32]([F:31])([F:42])[F:43])[CH:34]=2)[CH:25]=1. Procedure details: In a manner similar to that described in Example 25, methyl 5-[N-({6-amino-5-[(3-aminophenyl)ethynyl]pyridin-3-yl}carbonyl)-S-methylsulfonimidoyl]pentanoate and 3-(trifluoromethyl)benzoic acid were coupled to give the title compound as a white foam (78 mg). The product is FC1=CC=2NC=3C(NCCC3C2C2=C1OCC2)=O (4-Fluoro-1,2,6,8,9,10-hexahydro-3-oxa-6,8-diaza-cyclopenta[c]fluoren-7-one). Procedure: Diazotized compound 9 (500 mg, 1.89 mmol) was solved in 8.25 mL formic acid (90%) and the solution was heated at reflux for 1 h. The reaction was allowed to cool and 10 mL of water were added. The resulting mixture was extracted with ethyl acetate. The organic layer was concentrated to obtain the desired compound 10 (270 mg, yield 57%). Yield: 57.0%. Reaction SMILES: [F:1][C:2]1[C:10]2[O:9][CH2:8][CH2:7][C:6]=2[CH:5]=[C:4]([NH:11]N=C2CCCNC2=O)[CH:3]=1.O.[CH:21]([OH:23])=O>>[F:1][C:2]1[C:10]2[O:9][CH2:8][CH2:7][C:6]=2[C:5]2[C:2]3[CH2:3][CH2:4][NH:11][C:21](=[O:23])[C:10]=3[NH:11][C:4]=2[CH:3]=1. The reactants are FC1=CC(=CC=2CCOC21)NN=C2C(NCCC2)=O (3-[(7-Fluoro-2,3-dihydro-benzofuran-5-yl)-hydrazono]-piperidin-2-one), O (water), C(=O)O (formic acid). The reactants are CC(=O)[O-], CO, CC(=O)Nc1nc2ccc(-c3cnc(Cl)c(NS(C)(=O)=O)c3)nn2c1-c1cccc(F)c1, [Na+], [Na+], [OH-]. Product: CS(=O)(=O)Nc1cc(-c2ccc3nc(N)c(-c4cccc(F)c4)n3n2)cnc1Cl. Reaction SMILES: [CH3:36][C:37](=[O:38])[O-:39].[CH3:40][OH:41].[Cl:1][c:2]1[c:3]([NH:28][S:29](=[O:30])(=[O:31])[CH3:32])[cH:4][c:5](-[c:8]2[cH:9][cH:10][c:11]3[n:12]([n:13]2)[c:14](-[c:21]2[cH:22][c:23]([F:27])[cH:24][cH:25][cH:26]2)[c:15]([NH:17][C:18](=[O:19])[CH3:20])[n:16]3)[cH:6][n:7]1.[Na+:34].[Na+:35].[OH-:33]>>[Cl:1][c:2]1[c:3]([NH:28][S:29](=[O:30])(=[O:31])[CH3:32])[cH:4][c:5](-[c:8]2[cH:9][cH:10][c:11]3[n:12]([n:13]2)[c:14](-[c:21]2[cH:22][c:23]([F:27])[cH:24][cH:25][cH:26]2)[c:15]([NH2:17])[n:16]3)[cH:6][n:7]1. Starting materials: CC(C)CCNC(=S)Nc1ccc(OCc2ccccc2)cc1, CC[N+](CC)(CC)Cc1ccccc1, CN(C)CC(C)(C)CN, O=[Mn](=O)(=O)[O-], C1CCOC1. Yields the product CC(C)CCN=C(NCC(C)(C)CN(C)C)Nc1ccc(OCc2ccccc2)cc1. RXN SMILES: [CH2:20]([c:21]1[cH:22][cH:23][cH:24][cH:25][cH:26]1)[O:27][c:28]1[cH:29][cH:30][c:31]([NH:34][C:35](=[S:36])[NH:37][CH2:38][CH2:39][CH:40]([CH3:41])[CH3:42])[cH:32][cH:33]1.[CH2:6]([N+:7]([CH2:8][CH3:9])([CH2:10][CH3:11])[CH2:12][CH3:13])[c:14]1[cH:15][cH:16][cH:17][cH:18][cH:19]1.[CH3:43][N:44]([CH2:45][C:46]([CH2:47][NH2:48])([CH3:49])[CH3:50])[CH3:51].[Mn:1]([O-:2])(=[O:3])(=[O:4])=[O:5].[O:52]1[CH2:53][CH2:54][CH2:55][CH2:56]1>>[CH2:20]([c:21]1[cH:22][cH:23][cH:24][cH:25][cH:26]1)[O:27][c:28]1[cH:29][cH:30][c:31]([NH:34][C:35](=[N:37][CH2:38][CH2:39][CH:40]([CH3:41])[CH3:42])[NH:48][CH2:47][C:46]([CH2:45][N:44]([CH3:43])[CH3:51])([CH3:49])[CH3:50])[cH:32][cH:33]1.